Dataset: the Open Reaction Database (ORD), a public repository of structured organic reaction records. Task: describe an organic reaction: reactants, conditions, products, and yield Reactants: [H-].[Na+] (sodium hydride), ClC1=C(C(=CC=C1)Cl)N1C(NC2=NC(=NC=C2C1)S(=O)(=O)C)=O (3-(2,6-dichlorophenyl)-7-methanesulfonyl-3,4-dihydropyrimido[4,5-d]pyrimidin-2(1H)-one), BrC1C=CCCC1 (3-bromocyclohexene). Run in CN(C=O)C (dimethylformamide). Yields the product ClC1=C(C(=CC=C1)Cl)N1C(N(C2=NC(=NC=C2C1)S(=O)(=O)C)C1C=CCCC1)=O (3-(2,6-dichlorophenyl)-1-[2-cyclohexen-1(RS)-yl]-7-methanesulfonyl-3,4-dihydropyrimido[4,5-d]pyrimidin-2(1H)-one). Yield: 28.6%. Reaction SMILES: [Cl:1][C:2]1[CH:7]=[CH:6][CH:5]=[C:4]([Cl:8])[C:3]=1[N:9]1[CH2:18][C:17]2[C:12](=[N:13][C:14]([S:19]([CH3:22])(=[O:21])=[O:20])=[N:15][CH:16]=2)[NH:11][C:10]1=[O:23].[H-].[Na+].Br[CH:27]1[CH2:32][CH2:31][CH2:30][CH:29]=[CH:28]1>CN(C)C=O>[Cl:1][C:2]1[CH:7]=[CH:6][CH:5]=[C:4]([Cl:8])[C:3]=1[N:9]1[CH2:18][C:17]2[C:12](=[N:13][C:14]([S:19]([CH3:22])(=[O:21])=[O:20])=[N:15][CH:16]=2)[N:11]([CH:32]2[CH2:31][CH2:30][CH2:29][CH:28]=[CH:27]2)[C:10]1=[O:23] |f:1.2|. Reported procedure: A solution, cooled in ice, of 200 mg (0.54 mmol) of 3-(2,6-dichlorophenyl)-7-methanesulfonyl-3,4-dihydropyrimido[4,5-d]pyrimidin-2(1H)-one in 12 ml of dimethylformamide was treated with 22 mg (0.54 mmol) of sodium hydride (60% w/w). After 30 minutes the mixture was treated with 0.07 ml (0.6 mmol) of 3-bromocyclohexene and then heated at reflux for 4 hours. The mixture was evaporated and 30 ml of dichloromethane and 30 ml of water were added to the residue. The phases were separated and the organ... The reactants are O1C(CO)C1 (2,3-epoxy-1-propanol), N1=C(Cl)N=C(Cl)N=C1Cl (cyanuric chloride), [OH-].[Na+] (sodium hydroxide). Run in C(Cl)(Cl)Cl (chloroform). Conditions: time 3 hour. The product is ClC1=NC(=NC(=N1)OCC1CO1)OCC1CO1 (2-chloro-4,6-diglycidoxy-1,3,5-triazine). RXN SMILES: [N:1]1[C:8](Cl)=[N:7][C:5](Cl)=[N:4][C:2]=1[Cl:3].[O:10]1[CH2:14][CH:11]1[CH2:12][OH:13].[OH-:15].[Na+]>C(Cl)(Cl)Cl>[Cl:3][C:2]1[N:4]=[C:5]([O:13][CH2:12][CH:11]2[O:10][CH2:14]2)[N:7]=[C:8]([O:15][CH2:12][CH:11]2[O:10][CH2:14]2)[N:1]=1 |f:2.3|. Procedure: To a mechanically stirred solution of 220.8 g (1.2 mol) cyanuric chloride in 1500 ml chloroform, cooled to 0°-10° C., was added 266.4 g (3.6 mol) 2,3-epoxy-1-propanol in one portion. Aqueous sodium hydroxide (50% solution; 192 g) was added to the mixture dropwise with stirring over about 3 hr maintaining the reaction temperature below 10° C. and preferably around 0°-5° C. The reaction mixture was allowed to warm slowly to room temperature. The chloroform layer was washed with distilled water unt... Starting materials: C(=O)[C@H](CSC1=CC=CC=C1)NC(OC(C)(C)C)=O (tert-butyl (1R)-1-formyl-2-(phenylthio)ethylcarbamate), CNC (dimethylamine), C1CCOC1 (THF), [BH-](OC(=O)C)(OC(=O)C)OC(=O)C.[Na+] (NaBH(OAc)3). Run in ClCCl (dichloromethane). The product is CN(C[C@H](CSC1=CC=CC=C1)NC(OC(C)(C)C)=O)C (tert-butyl (1R)-2-(dimethylamino)-1-((phenylthio)methyl)ethylcarbamate). As a reaction SMILES: [CH:1]([C@@H:3]([NH:12][C:13](=[O:19])[O:14][C:15]([CH3:18])([CH3:17])[CH3:16])[CH2:4][S:5][C:6]1[CH:11]=[CH:10][CH:9]=[CH:8][CH:7]=1)=O.[CH3:20][NH:21][CH3:22].C1COCC1.[BH-](OC(C)=O)(OC(C)=O)OC(C)=O.[Na+]>ClCCl>[CH3:20][N:21]([CH3:22])[CH2:1][C@@H:3]([NH:12][C:13](=[O:19])[O:14][C:15]([CH3:18])([CH3:17])[CH3:16])[CH2:4][S:5][C:6]1[CH:11]=[CH:10][CH:9]=[CH:8][CH:7]=1 |f:3.4|. Procedure: A solution of Example 134A (1.25 g, 4.44 mmol), 2M dimethylamine in THF (2.7 mL, 5.4 mmol), and NaBH(OAc)3 (1.32 g, 6.22 mmol) in dichloromethane at room temperature was stirred for 18 hours, and concentrated. The concentrate was purified by flash column chromatography on silica gel with 10% ethyl acetate/hexanes to provide the desired product. MS (ESI(+)) m/e 311 (M+H)+. The reactants are CC(C)(C)OC(=O)NC(CCCCNC(=O)OCc1ccccc1)C(=O)O, CN1CCOCC1, CCN=C=NCCCN(C)C, CC(N)C(=O)OC(C)(C)C, ClCCl, Cl, On1nnc2ccccc21. Yields the product CC(NC(=O)C(CCCCNC(=O)OCc1ccccc1)NC(=O)OC(C)(C)C)C(=O)OC(C)(C)C. Reaction SMILES: [CH3:18][C:19]([CH3:20])([O:21][C:22](=[O:23])[NH:24][CH:25]([CH2:26][CH2:27][CH2:28][CH2:29][NH:30][C:31](=[O:32])[O:33][CH2:34][c:35]1[cH:36][cH:37][cH:38][cH:39][cH:40]1)[C:41](=[O:42])[OH:43])[CH3:44].[CH3:1][N:2]1[CH2:3][CH2:4][O:5][CH2:6][CH2:7]1.[CH3:46][N:47]([CH3:48])[CH2:49][CH2:50][CH2:51][N:52]=[C:53]=[N:54][CH2:55][CH3:56].[CH3:8][C:9]([CH3:10])([CH3:11])[O:12][C:13]([CH:14]([NH2:15])[CH3:16])=[O:17].[Cl:67][CH2:68][Cl:69].[ClH:45].[OH:57][n:58]1[c:59]2[cH:60][cH:61][cH:62][cH:63][c:64]2[n:65][n:66]1>>[CH3:8][C:9]([CH3:10])([CH3:11])[O:12][C:13]([CH:14]([NH:15][C:41]([CH:25]([NH:24][C:22]([O:21][C:19]([CH3:18])([CH3:20])[CH3:44])=[O:23])[CH2:26][CH2:27][CH2:28][CH2:29][NH:30][C:31](=[O:32])[O:33][CH2:34][c:35]1[cH:36][cH:37][cH:38][cH:39][cH:40]1)=[O:42])[CH3:16])=[O:17].